The task is: describe an organic reaction: reactants, conditions, products, and yield. This data is from the Open Reaction Database (ORD), a public repository of structured organic reaction records. Starting materials: 1,2-diacyl-glycero-3-phosphocholines, CC1=CC(=NO1)NC(=O)C2=C(C=3C=CC=CC3S(=O)(=O)N2C)O (isoxicam), 1,1-diacyl-glycero-3-phosphocholine, 1,2-diacyl-glycerol-3-phosphocholine, CN1C(=C(C=2C=CC=CC2S1(=O)=O)O)C(=O)NC=3C=CC=CN3 (piroxicam). Product: OC1=C(N(S(C2=C1C=CC=C2)(=O)=O)C)C(=O)NC=2SC=CN2 (4-hydroxy-2-methyl-N-(2-thiazolyl)-2H-1,2-benzothiazine-3-carboxamide-1,1-dioxide). As a reaction SMILES: [CH3:1][N:2]1[S:11](=[O:13])(=[O:12])[C:10]2[CH:9]=[CH:8][CH:7]=[CH:6][C:5]=2[C:4]([OH:14])=[C:3]1[C:15]([NH:17][C:18]1C=C[CH:21]=[CH:22][N:23]=1)=[O:16].CC1ON=C(NC(C2N(C)[S:41](=O)(=O)C3C=CC=CC=3C=2O)=O)C=1>>[OH:14][C:4]1[C:5]2[CH:6]=[CH:7][CH:8]=[CH:9][C:10]=2[S:11](=[O:13])(=[O:12])[N:2]([CH3:1])[C:3]=1[C:15]([NH:17][C:18]1[S:41][CH:21]=[CH:22][N:23]=1)=[O:16]. Reported procedure: The oxicams may be combined with the special 1,2-diacyl-glycero-3-phosphocholines in a molar ratio of 1:1 to 1:20, preferably in a molar ratio of 1:1 to 1:10. A unit dose for the therapeutic application to humans amounts to 5-300 mg oxicam combined with 10-500 mg 1,2-diacyl-glycerol-3-phosphocholine per day, preferably 10-20 mg for piroxicam and 100-300 mg for isoxicam combined with 50-250 mg 1,1-diacyl-glycero-3-phosphocholine. Reported procedure: This compound was prepared from methyl 7-{[4-fluoro-2-(trifluoromethyl)phenyl]methyl}-4-hydroxy-2-oxo-1,2-dihydro-1,5-naphthyridine-3-carboxylate and ethanolamine employing methods similar to those described in Example 245 and was purified by reverse phase preparative HPLC (C-18 stationary phase; 10-100% CH3CN/water/0.1% formic acid mobile phase). The product was obtained as an off-white solid: 1H NMR (d6-DMSO) δ 11.70 (1H, br), 10.33 (1H, m), 8.49 (1H, s), 7.70 (1H, d, J=9 Hz), 7.56 (2H, m), 7.... The product is FC1=CC(=C(C=C1)CC1=CN=C2C(=C(C(NC2=C1)=O)C(=O)NCCO)O)C(F)(F)F (7-{[4-Fluoro-2-(trifluoromethyl)phenyl]methyl}-4-hydroxy-N-(2-hydroxyethyl)-2-oxo-1,2-dihydro-1,5-naphthyridine-3-carboxamide). Starting materials: FC1=CC(=C(C=C1)CC1=CN=C2C(=C(C(NC2=C1)=O)C(=O)OC)O)C(F)(F)F (methyl 7-{[4-fluoro-2-(trifluoromethyl)phenyl]methyl}-4-hydroxy-2-oxo-1,2-dihydro-1,5-naphthyridine-3-carboxylate), C(O)CN (ethanolamine). As a reaction SMILES: [F:1][C:2]1[CH:7]=[CH:6][C:5]([CH2:8][C:9]2[CH:18]=[C:17]3[C:12]([C:13]([OH:24])=[C:14]([C:20](OC)=[O:21])[C:15](=[O:19])[NH:16]3)=[N:11][CH:10]=2)=[C:4]([C:25]([F:28])([F:27])[F:26])[CH:3]=1.[CH2:29]([CH2:31][NH2:32])[OH:30]>>[F:1][C:2]1[CH:7]=[CH:6][C:5]([CH2:8][C:9]2[CH:18]=[C:17]3[C:12]([C:13]([OH:24])=[C:14]([C:20]([NH:32][CH2:31][CH2:29][OH:30])=[O:21])[C:15](=[O:19])[NH:16]3)=[N:11][CH:10]=2)=[C:4]([C:25]([F:28])([F:26])[F:27])[CH:3]=1. The reactants are C(C1=CC=CC=C1)OC(NCCC=NNC(C)C)=O ([3-(isopropyl-hydrazono)-propyl]-carbamic acid benzyl ester), C(C1=CC=CC=C1)OC(NCCC=NNC(C)C)=O ([3-(isopropyl-hydrazono)-propyl]-carbamic acid benzyl ester), FC1=CC=C(C=C1)C=C(CC1OCCO1)[N+](=O)[O-] (2-[3-(4-fluoro-phenyl)-2-nitro-allyl]-[1,3]dioxolane), C(C1=CC=CC=C1)OC(NCCC=NNC(C)C)=O ([3-(isopropyl-hydrazono)-propyl]-carbamic acid benzyl ester). Solvent: C1CCOC1 (THF). Conditions: temperature 60 celsius, time 18 hour. Product: C(C1=CC=CC=C1)OC(NCCC1=NN(C(=C1CC1OCCO1)C1=CC=C(C=C1)F)C(C)C)=O ({2-[4-[1,3]Dioxolan-2-ylmethyl-5-(4-fluoro-phenyl)-1-isopropyl-1H-pyrazol-3-yl]-ethyl}-carbamic acid benzyl ester). As a reaction SMILES: [CH2:1]([O:8][C:9](=[O:19])[NH:10][CH2:11][CH2:12][CH:13]=[N:14][NH:15][CH:16]([CH3:18])[CH3:17])[C:2]1[CH:7]=[CH:6][CH:5]=[CH:4][CH:3]=1.[F:20][C:21]1[CH:26]=[CH:25][C:24]([CH:27]=[C:28]([N+]([O-])=O)[CH2:29][CH:30]2[O:34][CH2:33][CH2:32][O:31]2)=[CH:23][CH:22]=1>C1COCC1>[CH2:1]([O:8][C:9](=[O:19])[NH:10][CH2:11][CH2:12][C:13]1[C:28]([CH2:29][CH:30]2[O:34][CH2:33][CH2:32][O:31]2)=[C:27]([C:24]2[CH:25]=[CH:26][C:21]([F:20])=[CH:22][CH:23]=2)[N:15]([CH:16]([CH3:17])[CH3:18])[N:14]=1)[C:2]1[CH:3]=[CH:4][CH:5]=[CH:6][CH:7]=1. Procedure details: A solution of [3-(isopropyl-hydrazono)-propyl]-carbamic acid benzyl ester (60.0 mg, 0.228 mmol) and 2-[3-(4-fluoro-phenyl)-2-nitro-allyl]-[1,3]dioxolane (54.0 mg, 0.213 mmol) in THF (2 mL) was stirred at rt for 3 days. The mixture was treated with additional [3-(isopropyl-hydrazono)-propyl]-carbamic acid benzyl ester (1.4 equiv.) and was stirred at 60° C. for 18 h. Additional [3-(isopropyl-hydrazono)-propyl]-carbamic acid benzyl ester (2.1 equiv.) was added, and the mixture was stirred at 60° C.... Starting materials: BrC=1C(=CC(=NC1)NC(C(C)(C)C)=O)Cl (N-(5-bromo-4-chloropyridin-2-yl)pivalamide), CN1CCC(CC1)N (1-methylpiperidin-4-amine). Run in CN1CCCC1=O (NMP). Yields the product BrC=1C(=CC(=NC1)NC(C(C)(C)C)=O)NC1CCN(CC1)C (N-(5-Bromo-4-(1-methylpiperidin-4-ylamino)pyridin-2-yl)pivalamide). The yield is 99.0%. Reaction SMILES: [Br:1][C:2]1[C:3](Cl)=[CH:4][C:5]([NH:8][C:9](=[O:14])[C:10]([CH3:13])([CH3:12])[CH3:11])=[N:6][CH:7]=1.[CH3:16][N:17]1[CH2:22][CH2:21][CH:20]([NH2:23])[CH2:19][CH2:18]1>CN1C(=O)CCC1>[Br:1][C:2]1[C:3]([NH:23][CH:20]2[CH2:21][CH2:22][N:17]([CH3:16])[CH2:18][CH2:19]2)=[CH:4][C:5]([NH:8][C:9](=[O:14])[C:10]([CH3:13])([CH3:12])[CH3:11])=[N:6][CH:7]=1. Reported procedure: A solution of N-(5-bromo-4-chloropyridin-2-yl)pivalamide (0.547 g, 1.87 mmol), 1-methylpiperidin-4-amine (0.600 g, 5.25 mmol) in NMP (3.3 mL) was heated under microwave irradiation for 3 hr at 220° C. The crude mixture was purified by flash chromatography on silica, eluting with methanol and dichloromethane (1/9), to give the title compound as a colourless oil (0.684 g, 99%).